From a dataset of the Open Reaction Database (ORD), a public repository of structured organic reaction records. describe an organic reaction: reactants, conditions, products, and yield Reactants: ClC=1C=CC2=C(C(=NCC(=N2)NN)C2=C(C=CC=C2)Cl)C1 (7-chloro-5-(o-chlorophenyl)-3H-1,4-benzodiazepin-2-yl hydrazine), ClCC(=O)Br (chloroacetyl bromide), C(C)(=O)[O-].[Na+] (sodium acetate). Product: ClC=1C=CC2=C(C(=NCC=3N2C(=NN3)CCl)C3=C(C=CC=C3)Cl)C1 (8-chloro-1-(chloromethyl)-6-(o-chlorophenyl)-4H-s-triazolo[4,3-a][1,4]benzodiazepine). RXN SMILES: [Cl:1][C:2]1[CH:3]=[CH:4][C:5]2[N:11]=[C:10]([NH:12][NH2:13])[CH2:9][N:8]=[C:7]([C:14]3[CH:19]=[CH:18][CH:17]=[CH:16][C:15]=3[Cl:20])[C:6]=2[CH:21]=1.[Cl:22][CH2:23][C:24](Br)=O.C([O-])(=O)C.[Na+]>>[Cl:1][C:2]1[CH:3]=[CH:4][C:5]2[N:11]3[C:24]([CH2:23][Cl:22])=[N:13][N:12]=[C:10]3[CH2:9][N:8]=[C:7]([C:14]3[CH:19]=[CH:18][CH:17]=[CH:16][C:15]=3[Cl:20])[C:6]=2[CH:21]=1 |f:2.3|. Procedure details: In the manner given in Example 1, 7-chloro-5-(o-chlorophenyl)-3H-1,4-benzodiazepin-2-yl hydrazine was reacted with chloroacetyl bromide and after 1.5 hours with sodium acetate, then the mixture was refluxed to give 8-chloro-1-(chloromethyl)-6-(o-chlorophenyl)-4H-s-triazolo[4,3-a][1,4]benzodiazepine. The reactants are CC=1C=C2C=C(NC2=C(C1)NC1CCOCC1)C=1OC[C@H](N1)C(C)O ({(S)-2-[5-methyl-7-(tetrahydropyran-4-ylamino)-1H-indol-2-yl]-4,5-dihydro-oxazol-4-yl}-ethanol), N1CCOCC1 (morpholine). The product is CC=1C=C2C=C(NC2=C(C1)NC1CCOCC1)C=1OC[C@@H](N1)CCN1CCOCC1 ({5-methyl-2-[(S)-4-(2-morpholin-4-yl-ethyl)-4,5-dihydro-oxazol-2-yl]-1H-indol-7-yl}-(tetrahydro-pyran-4-yl)amine). Reaction SMILES: [CH3:1][C:2]1[CH:3]=[C:4]2[C:8](=[C:9]([NH:11][CH:12]3[CH2:17][CH2:16][O:15][CH2:14][CH2:13]3)[CH:10]=1)[NH:7][C:6]([C:18]1[O:19][CH2:20][C@@H:21]([CH:23](O)[CH3:24])[N:22]=1)=[CH:5]2.[NH:26]1[CH2:31][CH2:30][O:29][CH2:28][CH2:27]1>>[CH3:1][C:2]1[CH:3]=[C:4]2[C:8](=[C:9]([NH:11][CH:12]3[CH2:17][CH2:16][O:15][CH2:14][CH2:13]3)[CH:10]=1)[NH:7][C:6]([C:18]1[O:19][CH2:20][C@H:21]([CH2:23][CH2:24][N:26]3[CH2:31][CH2:30][O:29][CH2:28][CH2:27]3)[N:22]=1)=[CH:5]2. Reported procedure: The compound obtained in Example 104 and morpholine were reacted according to the procedures as Preparation 33 and Example 15 in the order to give the title compound. Reactants: O1CCC1 (oxetane), C1(CCCCO1)=O (delta-valerolactone), C(C)[Al](CC)CC.O (triethylaluminum water). The product is C1(CCCCO1)=O.O1CCC1 (delta-valerolactone oxetane). RXN SMILES: [O:1]1[CH2:4][CH2:3][CH2:2]1.[C:5]1(=[O:11])[O:10][CH2:9][CH2:8][CH2:7][CH2:6]1.C([Al](CC)CC)C.O>>[C:5]1(=[O:11])[O:10][CH2:9][CH2:8][CH2:7][CH2:6]1.[O:1]1[CH2:4][CH2:3][CH2:2]1 |f:2.3,4.5|. Procedure details: According to the ratio for charging as described in Table 2, oxetane and delta-valerolactone (referred to as VL in Table and Figure) were mixed, and polymerized in a bulk state at 60° C. for 24 hours using 0.2% by mol of a triethylaluminum-water (1/0.75) based complex as an initiator based on the total amount of the monomers. Reactants: C1CCOC1, O=Cc1ccc(Cl)cc1, CC1(O)C(c2coc3c(N)ncnc23)OC(CO)C1O. Yields the product CC12OC(c3ccc(Cl)cc3)OC1C(CO)OC2c1coc2c(N)ncnc12. RXN SMILES: [CH2:30]1[O:31][CH2:32][CH2:33][CH2:34]1.[Cl:21][c:22]1[cH:23][cH:24][c:25]([CH:26]=[O:27])[cH:28][cH:29]1.[NH2:1][c:2]1[c:3]2[c:4]([n:5][cH:6][n:7]1)[c:8]([CH:11]1[O:12][CH:13]([CH2:19][OH:20])[CH:14]([OH:18])[C:15]1([OH:16])[CH3:17])[cH:9][o:10]2>>[NH2:1][c:2]1[c:3]2[c:4]([n:5][cH:6][n:7]1)[c:8]([CH:11]1[O:12][CH:13]([CH2:19][OH:20])[CH:14]3[C:15]1([CH3:17])[O:16][CH:26]([c:25]1[cH:24][cH:23][c:22]([Cl:21])[cH:29][cH:28]1)[O:18]3)[cH:9][o:10]2. The product is C(C)(C)(C)OC(=O)NC1=C(N=C(S1)C1=C(C(=CC=C1F)OC)F)C(=O)O (5-[(tert-Butoxycarbonyl)amino]-2-(2,6-difluoro-3-methoxyphenyl)-1,3-thiazole-4-carboxylic acid). Procedure details: To a mixture of methyl 5-[(tert-butoxycarbonyl)amino]-2-(2,6-difluoro-3-methoxyphenyl)-1,3-thiazole-4-carboxylate (48.5 mg, 0.121 mmol) and lithium hydroxide, monohydrate (37 mg, 0.89 mmol) was added MeOH (1.5 mL), followed by water (1.5 mL). The reaction mixture was stirred at 60° C. for 3.5 h. The reaction mixture was allowed to cool to room temperature and 4.0 M hydrogen chloride in water (0.25 mL, 0.99 mmol) was added to adjust the pH to 1-2. The mixture was diluted with EtOAc (50 mL) and br... Reaction SMILES: [C:1]([O:5][C:6]([NH:8][C:9]1[S:13][C:12]([C:14]2[C:19]([F:20])=[CH:18][CH:17]=[C:16]([O:21][CH3:22])[C:15]=2[F:23])=[N:11][C:10]=1[C:24]([O:26]C)=[O:25])=[O:7])([CH3:4])([CH3:3])[CH3:2].O.[OH-].[Li+].Cl>CCOC(C)=O.[Cl-].[Na+].O.O.CO>[C:1]([O:5][C:6]([NH:8][C:9]1[S:13][C:12]([C:14]2[C:19]([F:20])=[CH:18][CH:17]=[C:16]([O:21][CH3:22])[C:15]=2[F:23])=[N:11][C:10]=1[C:24]([OH:26])=[O:25])=[O:7])([CH3:4])([CH3:2])[CH3:3] |f:1.2.3,6.7.8|. Conditions: temperature 60 celsius, time 3.5 hour. The solvent is CO (MeOH), CCOC(=O)C (EtOAc), [Cl-].[Na+].O (brine), O (water), O (water). The reactants are C(C)(C)(C)OC(=O)NC1=C(N=C(S1)C1=C(C(=CC=C1F)OC)F)C(=O)OC (methyl 5-[(tert-butoxycarbonyl)amino]-2-(2,6-difluoro-3-methoxyphenyl)-1,3-thiazole-4-carboxylate), O.[OH-].[Li+] (lithium hydroxide, monohydrate), Cl (hydrogen chloride).